From a dataset of the Open Reaction Database (ORD), a public repository of structured organic reaction records. describe an organic reaction: reactants, conditions, products, and yield Reactants: [OH-].[Na+] (sodium hydroxide), [OH-].[Na+] (sodium hydroxide), Cl (hydrochloric acid), C(CC(=O)OCC)(=O)OCC (diethyl malonate), C(C)SC(CC=CC(C)=O)C (6-ethylthio-3-hepten-2-one), [Na] (sodium). The solvent is O (water), C(C)O (ethanol). Conditions: temperature 50 celsius. The product is C(C)SC(CC1CC(CC(C1)=O)=O)C (5-(2-ethylthiopropyl) cyclohexane-1,3-dione). Reaction SMILES: [Na].C(OCC)(=O)[CH2:3][C:4](OCC)=[O:5].[CH2:13]([S:15][CH:16]([CH3:23])[CH2:17][CH:18]=[CH:19][C:20](=[O:22])[CH3:21])[CH3:14].[OH-].[Na+].Cl>O.C(O)C>[CH2:13]([S:15][CH:16]([CH3:23])[CH2:17][CH:18]1[CH2:3][C:4](=[O:5])[CH2:21][C:20](=[O:22])[CH2:19]1)[CH3:14] |f:3.4,^1:0|. Reported procedure: 2.53 g of metallic sodium were added to 100 ml of ethanol at room temperature. To this was then added 17.6 g of diethyl malonate, with stirring, and then 17.2 g of 6-ethylthio-3-hepten-2-one was added. The resulting mixture was then refluxed for four hours and then an aqueous sodium hydroxide solution, containing 9.5 g of sodium hydroxide in 75 ml of water, was added and the mixture refluxed for another two hours. The mixture was cooled to 50° C. and then acidified by the addition of concentrate... Product: C(C)(C)(C)OC(C(=O)O)C1=C(C(=NN1C)C1CCCC1)C=1C=CC2=C(CCCO2)C1 (2-(tert-butoxy)-2-[3-cyclopentyl-4-(3,4-dihydro-2H-1-benzopyran-6-yl)-1-methyl-1H-pyrazol-5-yl]acetic acid). The yield is 100.0%. The reagents and catalysts are [Pd] (palladium on carbon). Reactants: C(C)(C)(C)OC(C(=O)O)C1=C(C(=NN1C)C1=CCCC1)C=1C=CC2=C(CCCO2)C1 (2-(tert-butoxy)-2-[3-(cyclopent-1-en-1-yl)-4-(3,4-dihydro-2H-1-benzopyran-6-yl)-1-methyl-1H-pyrazol-5-yl]acetic acid). Run at time 8 hour. The solvent is CO (methanol). Procedure: A mixture of 2-(tert-butoxy)-2-[3-(cyclopent-1-en-1-yl)-4-(3,4-dihydro-2H-1-benzopyran-6-yl)-1-methyl-1H-pyrazol-5-yl]acetic acid (example 12) (19.7 mg, 0.047 mmol) and palladium on carbon (7 mg) in methanol (2.4 mL) was stirred under hydrogen atmosphere overnight. The mixture was filtered over Millipore and the filtrate was concentrated in vacuo to provide 2-(tert-butoxy)-2-[3-cyclopentyl-4-(3,4-dihydro-2H-1-benzopyran-6-yl)-1-methyl-1H-pyrazol-5-yl]acetic acid (example 19) (19.5 mg, 0.047 mmol... RXN SMILES: [C:1]([O:5][CH:6]([C:10]1[N:14]([CH3:15])[N:13]=[C:12]([C:16]2[CH2:20][CH2:19][CH2:18][CH:17]=2)[C:11]=1[C:21]1[CH:22]=[CH:23][C:24]2[O:29][CH2:28][CH2:27][CH2:26][C:25]=2[CH:30]=1)[C:7]([OH:9])=[O:8])([CH3:4])([CH3:3])[CH3:2]>[Pd].CO>[C:1]([O:5][CH:6]([C:10]1[N:14]([CH3:15])[N:13]=[C:12]([CH:16]2[CH2:20][CH2:19][CH2:18][CH2:17]2)[C:11]=1[C:21]1[CH:22]=[CH:23][C:24]2[O:29][CH2:28][CH2:27][CH2:26][C:25]=2[CH:30]=1)[C:7]([OH:9])=[O:8])([CH3:4])([CH3:2])[CH3:3]. Reactants: C([O-])(O)=O.[Na+] (sodium bicarbonate), BrCC1=CC=C(C=C1)C(C(=O)OC(C)(C)C)C1CCCC1 (tert-butyl [4-(bromomethyl)phenyl](cyclopentyl)acetate), C1(=CC=CC=C1)C=1OCC(NN1)=O (2-phenyl-4H-1,3,4-oxadiazin-5(6H)-one), C([O-])([O-])=O.[Cs+].[Cs+] (cesium carbonate). Solvent: CN(C)C=O (DMF). Yields the product C1(CCCC1)C(C(=O)OC(C)(C)C)C1=CC=C(C=C1)CN1N=C(OCC1=O)C1=CC=CC=C1 (Tert-Butyl Cyclopentyl{4-[(5-oxo-2-phenyl-5,6-dihydro-4H-1,3,4-oxadiazin-4-yl)methyl]phenyl}-acetate). As a reaction SMILES: Br[CH2:2][C:3]1[CH:8]=[CH:7][C:6]([CH:9]([CH:17]2[CH2:21][CH2:20][CH2:19][CH2:18]2)[C:10]([O:12][C:13]([CH3:16])([CH3:15])[CH3:14])=[O:11])=[CH:5][CH:4]=1.[C:22]1([C:28]2[O:29][CH2:30][C:31](=[O:34])[NH:32][N:33]=2)[CH:27]=[CH:26][CH:25]=[CH:24][CH:23]=1.C(=O)([O-])[O-].[Cs+].[Cs+].C(=O)(O)[O-].[Na+]>CN(C=O)C>[CH:17]1([CH:9]([C:6]2[CH:7]=[CH:8][C:3]([CH2:2][N:32]3[C:31](=[O:34])[CH2:30][O:29][C:28]([C:22]4[CH:27]=[CH:26][CH:25]=[CH:24][CH:23]=4)=[N:33]3)=[CH:4][CH:5]=2)[C:10]([O:12][C:13]([CH3:16])([CH3:15])[CH3:14])=[O:11])[CH2:21][CH2:20][CH2:19][CH2:18]1 |f:2.3.4,5.6|. Reported procedure: 8.16 g (23.1 mmol) of tert-butyl [4-(bromomethyl)phenyl](cyclopentyl)acetate, 3.7 g (21 mmol) of 2-phenyl-4H-1,3,4-oxadiazin-5(6H)-one and 7.53 g (23.1 mmol) of cesium carbonate in 147 ml of DMF were stirred at room temperature for 12 h. The reaction solution was then stirred with saturated aqueous sodium bicarbonate solution and extracted twice with ethyl acetate. The combined organic phases were dried over magnesium sulfate and evaporated to dryness under reduced pressure. The crude product ob... Starting materials: C(#N)CC1=C(C(=O)O)C=CC(=C1)OC (2-Cyanomethyl-4-methoxy-benzoic acid), NC1=NNC=C1 (3-amino-pyrazole). Run in C(C)(=O)O (acetic acid). Conditions: temperature 130 celsius, time 1 hour. The product is COC=1C=C2C=C(NC(C2=CC1)=O)NC1=NNC=C1 (6-methoxy-3-(1H-pyrazol-3-ylamino)-2H-isoquinolin-1-one). Yield: 87.4%. Reaction SMILES: [C:1]([CH2:3][C:4]1[CH:12]=[C:11]([O:13][CH3:14])[CH:10]=[CH:9][C:5]=1[C:6](O)=[O:7])#[N:2].[NH2:15][C:16]1[CH:20]=[CH:19][NH:18][N:17]=1>C(O)(=O)C>[CH3:14][O:13][C:11]1[CH:12]=[C:4]2[C:5](=[CH:9][CH:10]=1)[C:6](=[O:7])[NH:2][C:1]([NH:15][C:16]1[CH:20]=[CH:19][NH:18][N:17]=1)=[CH:3]2. Procedure details: 2-Cyanomethyl-4-methoxy-benzoic acid (1.91 g, 0.01 mol), 3-amino-pyrazole (1 g, 0.01 mol) and acetic acid (15 ml) were sealed in a bottle (20 ml). The mixture was heated at 130° C. for 20 minutes under microwave irradiation. The mixture was concentrated and the residue was dissolved in 5 ml MeOH. The solution was added dropwise to 200 ml water. After stirred for 1 hour, solid was collected and dried to give product (2.24 g, 82% yield). LC-MS: